From a dataset of the Open Reaction Database (ORD), a public repository of structured organic reaction records. describe an organic reaction: reactants, conditions, products, and yield Starting materials: C(C)(=O)Cl (acetyl chloride), NC=1C=C(C(=O)C=2C=C3CC(NC3=CC2)=O)C=CC1 (5-(3-Amino-benzoyl)-1,3-dihydro-indol-2-one), acid chloride. Solvent: C1CCOC1 (THF), C1CCOC1 (THF). The product is O=C1NC2=CC=C(C=C2C1)C(=O)C=1C=C(C=CC1)NC(C)=O (N-[3-(2-Oxo-2,3-dihydro-1H-indole-5-carbonyl)-phenyl]-acetamide). Isolated yield 55.4%. As a reaction SMILES: [C:1](Cl)(=[O:3])[CH3:2].[NH2:5][C:6]1[CH:7]=[C:8]([CH:21]=[CH:22][CH:23]=1)[C:9]([C:11]1[CH:12]=[C:13]2[C:17](=[CH:18][CH:19]=1)[NH:16][C:15](=[O:20])[CH2:14]2)=[O:10]>C1COCC1>[O:20]=[C:15]1[CH2:14][C:13]2[C:17](=[CH:18][CH:19]=[C:11]([C:9]([C:8]3[CH:7]=[C:6]([NH:5][C:1](=[O:3])[CH3:2])[CH:23]=[CH:22][CH:21]=3)=[O:10])[CH:12]=2)[NH:16]1. Procedure: A dry 25 mL flask was charged with acetyl chloride (0.273 g, 3.48 mmol) and THF (5 mL). 5-(3-Amino-benzoyl)-1,3-dihydro-indol-2-one (as prepared in Example 1, 0.675 g, 2.67 mmol) was added to the THF solution of the acid chloride, and the mixture was allowed to reflux for 3 h. The reaction mixture was then allowed to cool to room temperature. The tan precipitate was filtered to afford N-[3-(2-Oxo-2,3-dihydro-1H-indole-5-carbonyl)-phenyl]-acetamide (0.478 g, 1.48 mmol, 61%). The reactants are C(C)(=O)OCC (ethyl acetate), C([O-])(O)=O.[Na+] (sodium bicarbonate), CC1=NN2C(SC=C2)=C1C=1SC(=C(N1)C1=CC=CC=C1)C(=O)N (2-(6-methylpyrazolo[5,1-b][1,3]thiazol-7-yl)-4-phenyl-1,3-thiazole-5-carboxamide), Example 35-B ( ix ), CC[N+](CC)(CC)S(=O)(=O)N=C([O-])OC (Burgess reagent). Run in O1CCCC1 (tetrahydrofuran). Conditions: time 30 minute. The product is CC1=NN2C(SC=C2)=C1C=1SC(=C(N1)C1=CC=CC=C1)C#N (2-(6-methylpyrazolo[5,1-b][1,3]thiazol-7-yl)-4-phenyl-1,3-thiazole-5-carbonitrile). Isolated yield 42.6%. RXN SMILES: [CH3:1][C:2]1[C:9]([C:10]2[S:11][C:12]([C:21]([NH2:23])=O)=[C:13]([C:15]3[CH:20]=[CH:19][CH:18]=[CH:17][CH:16]=3)[N:14]=2)=[C:5]2[S:6][CH:7]=[CH:8][N:4]2[N:3]=1.CC[N+](S(N=C(OC)[O-])(=O)=O)(CC)CC.C(OCC)(=O)C.C(=O)(O)[O-].[Na+]>O1CCCC1>[CH3:1][C:2]1[C:9]([C:10]2[S:11][C:12]([C:21]#[N:23])=[C:13]([C:15]3[CH:20]=[CH:19][CH:18]=[CH:17][CH:16]=3)[N:14]=2)=[C:5]2[S:6][CH:7]=[CH:8][N:4]2[N:3]=1 |f:3.4|. Procedure: To a suspension of 2-(6-methylpyrazolo[5,1-b][1,3]thiazol-7-yl)-4-phenyl-1,3-thiazole-5-carboxamide (270 mg, 0.80 mmol) produced in the same manner as in Example 35-B (ix) in tetrahydrofuran (20 mL) was added Burgess reagent (230 mg, 0.96 mmol), and the mixture was stirred for 30 min. The reaction solution was added to ethyl acetate (100 mL) and saturated aqueous sodium bicarbonate solution (100 mL). The resulting solid was collected by filtration, washed with water and dried to give the title c... The reactants are Cl.C(C1=CC=CC=C1)N1CCN(CC1)C1CC2CCC(C1)N2C (1-benzyl-4-(N-methyl-8-azabicyclo[3,2,1]oct-3-yl)-piperazine hydrochloride), C(=O)(OCC1=CC=CC=C1)Cl (CBZCl), CC1=CC=C(C=C1)COC(=O)NNC(=O)C2=NC=CN=C2 (pH10). Reagents/catalysts: [OH-].[OH-].[Pd+2] (palladium hydroxide on carbon), [OH-].[OH-].[Pd+2] (palladium hydroxide on carbon). The solvent is CO (methanol), Cl (HCl), [OH-].[Na+] (NaOH), Cl (HCl), Cl (HCl), CO (MeOH), [OH-].[Na+] (NaOH). Conditions: temperature 0 celsius, time 5 hour. Product: CN1C2CC(CC1CC2)N2CCNCC2 (1-(N-Methyl-8-azabicyclo[3.2.1]oct-3-yl)-piperazine). Isolated yield 84.0%. As a reaction SMILES: Cl.C([N:9]1[CH2:14][CH2:13][N:12]([CH:15]2[CH2:21][CH:20]3[N:22]([CH3:23])[CH:17]([CH2:18][CH2:19]3)[CH2:16]2)[CH2:11][CH2:10]1)C1C=CC=CC=1.C(Cl)(OCC1C=CC=CC=1)=O.CC1C=CC(COC(NNC(C2C=NC=CN=2)=O)=O)=CC=1>CO.Cl.[OH-].[Na+].[OH-].[OH-].[Pd+2]>[CH3:23][N:22]1[CH:20]2[CH2:19][CH2:18][CH:17]1[CH2:16][CH:15]([N:12]1[CH2:13][CH2:14][NH:9][CH2:10][CH2:11]1)[CH2:21]2 |f:0.1,6.7,8.9.10|. Reported procedure: A solution of 1-benzyl-4-(N-methyl-8-azabicyclo[3,2,1]oct-3-yl)-piperazine hydrochloride (14.8 g, 36.4 mmol) in methanol (150 ml) and 6N HCl (32 ml) was hydrogenated at a pressure of 2.0 atm (30 psi) in the presence of 20% palladium hydroxide on carbon (1.5 g) for 12 h. The mixture was then filtered through a pad of celite. The celite pad was washed with MeOH (50 ml) The filtrate and the washings were combined and concentrated to afford a yellow viscous oil. This oil was dissolved in 2N NaOH (15... The reactants are S1SCCCC1.C1(CCCCC1)C(C=O)OC(C)=O (2-cyclohexyl-2-acetoxyacetaldehyde dithiane), mercuric chloride. The reagents and catalysts are C([O-])([O-])=O.[Cd+2] (cadmium carbonate). Solvent: C(C)#N (acetonitrile), C(C)#N (acetonitrile), O (water). Run at time 36 hour. Product: C1(CCCCC1)C(C=O)OC(C)=O (2-cyclohexyl-2-acetoxyacetaldehyde). RXN SMILES: S1CCCCS1.[CH:7]1([CH:13]([O:16][C:17](=[O:19])[CH3:18])[CH:14]=[O:15])[CH2:12][CH2:11][CH2:10][CH2:9][CH2:8]1>C(#N)C.O.C(=O)([O-])[O-].[Cd+2]>[CH:7]1([CH:13]([O:16][C:17](=[O:19])[CH3:18])[CH:14]=[O:15])[CH2:12][CH2:11][CH2:10][CH2:9][CH2:8]1 |f:0.1,4.5|. Procedure details: The 2-cyclohexyl-2-acetoxyacetaldehyde dithiane (6.0 g.) in acetonitrile (300 ml.) was added to a stirred suspension of mercuric chloride (19.2 g.) and cadmium carbonate (11.6 g.) in acetonitrile (200 ml.) and water (4 ml.). The mixture was then stirred at 50° to 60°C. under nitrogen for 36 hours. The acetonitrile was removed in vacuo and the residue was washed several times with benzene and once with chloroform. Evaporation of the solvent and distillation of the residue gave 2-cyclohexyl-2-acet...